This data is from the Open Reaction Database (ORD), a public repository of structured organic reaction records. The task is: describe an organic reaction: reactants, conditions, products, and yield Starting materials: C1(=CC=CC=C1)C1=NC=CC2=C(C=CC=C12)C#N (1-Phenyl-5-cyanoisoquinoline), C(C1=CC=CC=C1)(=O)OC(C)(C)C1=NC=CC2=CC=CC=C12 (1-(1-benzoyloxy-1-methylethyl)isoquinoline). The product is C(C)C(CC)C1=NC=CC=2C(=CC=CC12)CC#N (1-(1-ethylpropyl)-isoquinoline-5-acetonitrile). As a reaction SMILES: [C:1]1([C:7]2[C:16]3[C:11](=[C:12]([C:17]#N)[CH:13]=[CH:14][CH:15]=3)[CH:10]=[CH:9][N:8]=2)[CH:6]=[CH:5]C=[CH:3][CH:2]=1.C(OC([C:31]1C2C(=CC=CC=2)C=C[N:32]=1)(C)C)(=O)C1C=CC=CC=1>>[CH2:6]([CH:1]([C:7]1[C:16]2[CH:15]=[CH:14][CH:13]=[C:12]([CH2:17][C:31]#[N:32])[C:11]=2[CH:10]=[CH:9][N:8]=1)[CH2:2][CH3:3])[CH3:5]. Reported procedure: 1-(1-Ethylpropyl)isoquinoline and N-hydroxymethyl dichloroacetamide were reacted in the same way as in step (b) of Example 18 to afford 1-(1-ethylpropyl)-5-dichloroacetylaminomethylisoquinoline. The product was successively reacted in the same way as in steps (c), (d), (e) and (f) of Example 18 to afford 1-(1-ethylpropyl)-isoquinoline-5-acetonitrile. The product was treated in the same way as in Example 3 to afford 1-(1-ethylpropyl)-isoquinoline-5-acetic acid as an oil. The hydrochloride of the ... Starting materials: C1(CCCC1)OC=1C=C2C(=NC1)NC=C2 (5-cyclopentyloxy-1H-pyrrolo[2,3-b]pyridine), C(CC)S(=O)(=O)N1C=CC2=CC=C(C=C12)C=O (1-(propane-1-sulfonyl)-1H-indole-6-carbaldehyde), [OH-].[K+] (potassium hydroxide), CO (methanol). Run in O (water). Run at time 8 hour. The product is C1(CCCC1)OC=1C=C2C(=NC1)NC=C2C(O)C2=CC=C1C=CN(C1=C2)S(=O)(=O)CCC ((5-Cyclopentyloxy-1H-pyrrolo[2,3-b]pyridin-3-yl)-[1-(propane-1-sulfonyl)-1H-indol-6-yl]-methanol). The yield is 0.0%. Reaction SMILES: [CH:1]1([O:6][C:7]2[CH:8]=[C:9]3[CH:15]=[CH:14][NH:13][C:10]3=[N:11][CH:12]=2)[CH2:5][CH2:4][CH2:3][CH2:2]1.[CH2:16]([S:19]([N:22]1[C:30]2[C:25](=[CH:26][CH:27]=[C:28]([CH:31]=[O:32])[CH:29]=2)[CH:24]=[CH:23]1)(=[O:21])=[O:20])[CH2:17][CH3:18].[OH-].[K+].CO>O>[CH:1]1([O:6][C:7]2[CH:8]=[C:9]3[C:15]([CH:31]([C:28]4[CH:29]=[C:30]5[C:25]([CH:24]=[CH:23][N:22]5[S:19]([CH2:16][CH2:17][CH3:18])(=[O:21])=[O:20])=[CH:26][CH:27]=4)[OH:32])=[CH:14][NH:13][C:10]3=[N:11][CH:12]=2)[CH2:2][CH2:3][CH2:4][CH2:5]1 |f:2.3|. Procedure details: Into a round bottom flask, was added 5-cyclopentyloxy-1H-pyrrolo[2,3-b]pyridine (P-0001, 0.110 g, 0.544 mol, prepared as describes in Example 12), 1-(propane-1-sulfonyl)-1H-indole-6-carbaldehyde (60, 0.169 g, 0.674 mol), potassium hydroxide (91.6 mg, 1.63 mol) and methanol (2 mL, 0.05 mol). The reaction was allowed to stir at room temperature overnight. The reaction was poured into water and extracted with ethyl acetate. The organic layer was washed with brine, dried over anhydrous magnesium sul... Reactants: O=C(Cl)OCc1ccccc1, Cl, NCC(O)CO, [Na+], [OH-], O. Yields the product O=C(NCC(O)CO)OCc1ccccc1. As a reaction SMILES: [Cl:9][C:10](=[O:11])[O:12][CH2:13][c:14]1[cH:15][cH:16][cH:17][cH:18][cH:19]1.[ClH:20].[NH2:1][CH2:2][CH:3]([CH2:4][OH:5])[OH:6].[Na+:8].[OH-:7].[OH2:21]>>[NH:1]([CH2:2][CH:3]([CH2:4][OH:5])[OH:6])[C:10](=[O:11])[O:12][CH2:13][c:14]1[cH:15][cH:16][cH:17][cH:18][cH:19]1. Reactants: C1CCOC1, CO, CCOC(=O)C1CC1(C)c1ccc(C(C)(C)C(F)(F)F)cc1, [Na+], [OH-]. Product: CC1(c2ccc(C(C)(C)C(F)(F)F)cc2)CC1C(=O)O. Reaction SMILES: [CH2:1]1[O:2][CH2:3][CH2:4][CH2:5]1.[CH3:30][OH:31].[CH3:6][C:7]1([c:15]2[cH:16][cH:17][c:18]([C:21]([C:22]([F:23])([F:24])[F:25])([CH3:26])[CH3:27])[cH:19][cH:20]2)[CH:8]([C:10](=[O:11])[O:12][CH2:13][CH3:14])[CH2:9]1.[Na+:29].[OH-:28]>>[CH3:6][C:7]1([c:15]2[cH:16][cH:17][c:18]([C:21]([C:22]([F:23])([F:24])[F:25])([CH3:26])[CH3:27])[cH:19][cH:20]2)[CH:8]([C:10](=[O:11])[OH:12])[CH2:9]1. The reactants are ClC1=CC(=NC=2N1N=C(C2)C)NC(C2=CC=C(C=C2)C(C)(C)O)=O (N-(7-chloro-2-methylpyrazolo[1,5-a]pyrimidin-5-yl)-4-(2-hydroxypropan-2-yl)benzamide), N1CCC(CC1)C(=O)OC (methyl piperidine-4-carboxylate). The reagents and catalysts are CS(=O)C (DMSO). Run in O1CCOCC1 (Dioxane), CO (methanol). Yields the product OC(C)(C)C1=CC=C(C(=O)NC2=NC=3N(C(=C2)N2CCC(CC2)C(=O)OC)N=CC3)C=C1 (Methyl 1-(5-(4-(2-hydroxypropan-2-yl)benzamido)pyrazolo[1,5-a]pyrimidin-7-yl)piperidine-4-carboxylate). The yield is 11.4%. Reaction SMILES: Cl[C:2]1[N:7]2[N:8]=[C:9](C)[CH:10]=[C:6]2[N:5]=[C:4]([NH:12][C:13](=[O:24])[C:14]2[CH:19]=[CH:18][C:17]([C:20]([OH:23])([CH3:22])[CH3:21])=[CH:16][CH:15]=2)[CH:3]=1.[NH:25]1[CH2:30][CH2:29][CH:28]([C:31]([O:33][CH3:34])=[O:32])[CH2:27][CH2:26]1>O1CCOCC1.CS(C)=O.CO>[OH:23][C:20]([C:17]1[CH:16]=[CH:15][C:14]([C:13]([NH:12][C:4]2[CH:3]=[C:2]([N:25]3[CH2:30][CH2:29][CH:28]([C:31]([O:33][CH3:34])=[O:32])[CH2:27][CH2:26]3)[N:7]3[N:8]=[CH:9][CH:10]=[C:6]3[N:5]=2)=[O:24])=[CH:19][CH:18]=1)([CH3:22])[CH3:21]. Procedure: A solution of N-(7-chloropyrazolo[1,5-a]pyrimidin-5-yl)-4-(2-hydroxypropan-2-yl)benzamide (2D, 500 mg, 1.51 mmol) and methyl piperidine-4-carboxylate (390 mg, 3.05 mmol) in Dioxane (15 mL) was stirred at 100° C. overnight. After cooling to room temperature, the mixture was diluted with a few drops of DMSO and methanol, and was then purified by preparatory HPLC, 30-40% (MeCN/H2O gradient+0.01% TFA). Lyophilization of the combined fractions gave the titled compound as a yellow solid (75 mg, 28%). ... Starting materials: C1(CCCC1)OC=1C=C(C=CC1OC)C/C=C/O (3-cyclopentoxy-4-methoxyphenyl-E-propenyl alcohol). The reagents and catalysts are [O-2].[O-2].[Mn+4] (manganese dioxide). Solvent: C(Cl)Cl (methylene chloride). Reaction conditions: time 6 hour. Yields the product C1(CCCC1)OC=1C=C(C=CC1OC)/C=C/C=O (3-(3-Cyclopentoxy-4-methoxyphenyl)-E-propene-1-aldehyde). RXN SMILES: [CH:1]1([O:6][C:7]2[CH:8]=[C:9]([CH2:15]/[CH:16]=[CH:17]/[OH:18])[CH:10]=[CH:11][C:12]=2[O:13][CH3:14])[CH2:5][CH2:4][CH2:3][CH2:2]1>C(Cl)Cl.[O-2].[O-2].[Mn+4]>[CH:1]1([O:6][C:7]2[CH:8]=[C:9](/[CH:15]=[CH:16]/[CH:17]=[O:18])[CH:10]=[CH:11][C:12]=2[O:13][CH3:14])[CH2:2][CH2:3][CH2:4][CH2:5]1 |f:2.3.4|. Reported procedure: To a stirred solution of 0.12 g (0.48 mmol) of 3-cyclopentoxy-4-methoxyphenyl-E-propenyl alcohol in 20 mL of dry methylene chloride was added 0.5 g (6.1 mmol) of activated manganese dioxide in one portion. After stirring the brown suspension at room temperature for 6 hours, the mixture was filtered over Celite 545, eluted with two, 30 mL portions of chloroform, and concentrated. Crystallization of the crude product from hexane provided the desired, analytically pure product upon drying in vacuo. Reactants: ClC(=O)OC1CCCC1 (Cyclopentyl chloroformate), NC=1C=CC2=C(N(CCO2)CC2=C(C=C(C(=O)OC)C=C2)OC)C1 (methyl 4-(6-amino-2,3-dihydrobenz-1,4-oxazin-4-ylmethyl)-3-methoxybenzoate), CN1CCOCC1 (N-methylmorpholine). The solvent is ClCCl (dichloromethane), ClCCl (dichloromethane). Run at time 1 hour. The product is C1(CCCC1)OC(=O)NC=1C=CC2=C(N(CCO2)CC2=C(C=C(C(=O)OC)C=C2)OC)C1 (Methyl 4-[6-(cyclopentyloxycarbonyl)amino-2,3-dihydrobenz-1,4-oxazin-4-ylmethyl]-3-methoxybenzoate). The yield is 52.2%. As a reaction SMILES: Cl[C:2]([O:4][CH:5]1[CH2:9][CH2:8][CH2:7][CH2:6]1)=[O:3].[NH2:10][C:11]1[CH:12]=[CH:13][C:14]2[O:19][CH2:18][CH2:17][N:16]([CH2:20][C:21]3[CH:30]=[CH:29][C:24]([C:25]([O:27][CH3:28])=[O:26])=[CH:23][C:22]=3[O:31][CH3:32])[C:15]=2[CH:33]=1.CN1CCOCC1>ClCCl>[CH:5]1([O:4][C:2]([NH:10][C:11]2[CH:12]=[CH:13][C:14]3[O:19][CH2:18][CH2:17][N:16]([CH2:20][C:21]4[CH:30]=[CH:29][C:24]([C:25]([O:27][CH3:28])=[O:26])=[CH:23][C:22]=4[O:31][CH3:32])[C:15]=3[CH:33]=2)=[O:3])[CH2:9][CH2:8][CH2:7][CH2:6]1. Procedure details: Cyclopentyl chloroformate (0.5 g.) was added in a single portion to a stirred solution of methyl 4-(6-amino-2,3-dihydrobenz-1,4-oxazin-4-ylmethyl)-3-methoxybenzoate (L) (1.0 g.) and N-methylmorpholine (0.314 g.) in dichloromethane (30 ml.), under an atmosphere of nitrogen. After one hour, the mixture was diluted with dichloromethane and washed successively with 1M hydrochloric acid, 5% w/v sodium bicarbonate solution, and saturated brine, then dried (MgSO4) and evaporated. The residue was purifi...